From a dataset of the Open Reaction Database (ORD), a public repository of structured organic reaction records. describe an organic reaction: reactants, conditions, products, and yield Reactants: Clc1ccc(Br)nc1, Nc1ncc(-c2cncc(F)c2)c2cccnc12. The product is Fc1cncc(-c2cnc(Nc3ccc(Cl)cn3)c3ncccc23)c1. Reaction SMILES: [Br:19][c:20]1[n:21][cH:22][c:23]([Cl:26])[cH:24][cH:25]1.[F:1][c:2]1[cH:3][c:4](-[c:8]2[c:9]3[cH:10][cH:11][cH:12][n:13][c:14]3[c:15]([NH2:18])[n:16][cH:17]2)[cH:5][n:6][cH:7]1>>[F:1][c:2]1[cH:3][c:4](-[c:8]2[c:9]3[cH:10][cH:11][cH:12][n:13][c:14]3[c:15]([NH:18][c:20]3[n:21][cH:22][c:23]([Cl:26])[cH:24][cH:25]3)[n:16][cH:17]2)[cH:5][n:6][cH:7]1.